Dataset: the Open Reaction Database (ORD), a public repository of structured organic reaction records. Task: describe an organic reaction: reactants, conditions, products, and yield Reactants: [O-]S(=O)(=O)[O-].[Mg+2] (MgSO4), CC12C(CC(CC1)C2(C)C)(O)CC2(OC2)C ((1RS,2SR,4RS)-1,7,7-trimethyl-2-(2-methyl-oxiranylmethyl)bicyclo[2.2.1]heptan-2-ol), [H-].[Al+3].[Li+].[H-].[H-].[H-] (lithium aluminum hydride), [OH-].[Na+] (sodium hydroxide). Solvent: C(C)OCC (diethyl ether), same solvent. Reaction conditions: time 8 hour. The product is OC(CC1(C2(CCC(C1)C2(C)C)C)O)(C)C ((1RS,2SR,4RS)-2-(2-hydroxy-2-methylpropyl)-1,7,7-trimethylbicyclo[2.2.1]heptan-2-ol). Isolated yield 91.5%. Reaction SMILES: [CH3:1][C:2]12[C:8]([CH3:10])([CH3:9])[CH:5]([CH2:6][CH2:7]1)[CH2:4][C:3]2([CH2:12][C:13]1([CH3:16])[CH2:15][O:14]1)[OH:11].[H-].[Al+3].[Li+].[H-].[H-].[H-].[OH-].[Na+].[O-]S([O-])(=O)=O.[Mg+2]>C(OCC)C>[OH:14][C:13]([CH3:16])([CH3:15])[CH2:12][C:3]1([OH:11])[CH2:4][CH:5]2[C:8]([CH3:9])([CH3:10])[C:2]1([CH3:1])[CH2:7][CH2:6]2 |f:1.2.3.4.5.6,7.8,9.10|. Reported procedure: A solution of 30.9 g (~0.14 mol) of crude (1RS,2SR,4RS)-1,7,7-trimethyl-2-(2-methyl-oxiranylmethyl)bicyclo[2.2.1]heptan-2-ol in 100 ml of anhydrous diethyl ether was added dropwise to 11.0 g (0.29 mol) of lithium aluminum hydride suspended in 300 ml of the same solvent under reflux, and under nitrogen. The reaction mixture was stirred overnight at room temperature and treated with 60 ml of 2M sodium hydroxide solution. The white precipitate was filtered out, washed with diethyl ether and the com... Product: Cl, O=C(c1cccc(F)c1)N1CCNCC1. Starting materials: CC(C)(C)OC(=O)N1CCN(C(=O)c2cccc(F)c2)CC1, C1COCCO1, Cl. As a reaction SMILES: [C:1]([O:2][C:3](=[O:4])[N:8]1[CH2:9][CH2:10][N:11]([C:14]([c:15]2[cH:16][c:17]([F:21])[cH:18][cH:19][cH:20]2)=[O:22])[CH2:12][CH2:13]1)([CH3:5])([CH3:6])[CH3:7].[CH2:23]1[O:24][CH2:25][CH2:26][O:27][CH2:28]1.[ClH:29]>>[ClH:29].[NH:8]1[CH2:9][CH2:10][N:11]([C:14]([c:15]2[cH:16][c:17]([F:21])[cH:18][cH:19][cH:20]2)=[O:22])[CH2:12][CH2:13]1. Reactants: NC1=C(C(=O)O)C(=CC=C1)C (2-amino-6-methylbenzoic acid), NCCC[C@@H]1CN(C(O1)=O)C=1C=CC2=C(NC(CS2)=O)C1 (6-[(R)-5-(3-amino-propyl)-2-oxo-oxazolidin-3-yl]-4H-benzo[1,4]thiazin-3-one). Yields the product NC1=C(C(=O)NCCC[C@@H]2CN(C(O2)=O)C=2C=CC3=C(NC(CS3)=O)C2)C(=CC=C1)C (2-amino-6-methyl-N-{3-[(R)-2-oxo-3-(3-oxo-3,4-dihydro-2H-benzo[1,4]thiazin-6-yl)-oxazolidin-5-yl]-propyl}-benzamide). Yield: 77.0%. Reaction SMILES: [NH2:1][C:2]1[CH:10]=[CH:9][CH:8]=[C:7]([CH3:11])[C:3]=1[C:4]([OH:6])=O.[NH2:12][CH2:13][CH2:14][CH2:15][C@H:16]1[O:20][C:19](=[O:21])[N:18]([C:22]2[CH:23]=[CH:24][C:25]3[S:30][CH2:29][C:28](=[O:31])[NH:27][C:26]=3[CH:32]=2)[CH2:17]1>>[NH2:1][C:2]1[CH:10]=[CH:9][CH:8]=[C:7]([CH3:11])[C:3]=1[C:4]([NH:12][CH2:13][CH2:14][CH2:15][C@H:16]1[O:20][C:19](=[O:21])[N:18]([C:22]2[CH:23]=[CH:24][C:25]3[S:30][CH2:29][C:28](=[O:31])[NH:27][C:26]=3[CH:32]=2)[CH2:17]1)=[O:6]. Procedure details: Starting from 2-amino-6-methylbenzoic acid and 6-[(R)-5-(3-amino-propyl)-2-oxo-oxazolidin-3-yl]-4H-benzo[1,4]thiazin-3-one (described in WO 2010/041219) and using Procedure D, the title compound was obtained as a beige solid (180 mg; 77% yield). The reactants are COC1=C(C=CC=C1)CC(=O)OC (methyl 2-methoxy-benzeneacetate), C(C)(=O)Cl (acetyl chloride), resultant solution, [Cl-].[Al+3].[Cl-].[Cl-] (aluminum chloride). Run in C(Cl)Cl (methylene chloride), C(Cl)Cl (methylene chloride). Run at time 5 hour. Product: C(C)(=O)C=1C=CC(=C(C1)CC(=O)OC)O (Methyl 5-acetyl-2-hydroxy-benzeneacetate). Reaction SMILES: C[O:2][C:3]1[CH:8]=[CH:7][CH:6]=[CH:5][C:4]=1[CH2:9][C:10]([O:12][CH3:13])=[O:11].[C:14](Cl)(=[O:16])[CH3:15].[Cl-].[Al+3].[Cl-].[Cl-]>C(Cl)Cl>[C:14]([C:6]1[CH:7]=[CH:8][C:3]([OH:2])=[C:4]([CH2:9][C:10]([O:12][CH3:13])=[O:11])[CH:5]=1)(=[O:16])[CH3:15] |f:2.3.4.5|. Reported procedure: 36 g of methyl 2-methoxy-benzeneacetate and 15.7 g of acetyl chloride are dissolved in 100 ml of methylene chloride, the resultant solution then being added dropwise to a suspension of 100 g of aluminum chloride in 300 ml methylene chloride. The solution is boiled for 5 hours, poured onto ice water and filtered. The crystals are washed with water and methylene chloride. Yields the product NCC1Cc2cccc(-c3ccc(F)c(Cl)c3)c2O1. RXN SMILES: [ClH:22].[N:1](=[N+:2]=[N-:3])[CH2:4][CH:5]1[O:6][c:7]2[c:8]([cH:10][cH:11][cH:12][c:13]2-[c:14]2[cH:15][c:16]([Cl:21])[c:17]([F:20])[cH:18][cH:19]2)[CH2:9]1>>[NH2:1][CH2:4][CH:5]1[O:6][c:7]2[c:8]([cH:10][cH:11][cH:12][c:13]2-[c:14]2[cH:15][c:16]([Cl:21])[c:17]([F:20])[cH:18][cH:19]2)[CH2:9]1. The reactants are Cl, [N-]=[N+]=NCC1Cc2cccc(-c3ccc(F)c(Cl)c3)c2O1. Starting materials: C1(=CC=CC=C1)C=1C2=C(N=CN1)NC=C2 (4-phenyl-7H-pyrrolo[2,3-d]pyrimidine), C1CC(=O)N(C1=O)I (NIS). Run in CN(C)C=O (DMF). Reaction conditions: time 1.5 hour. Yields the product IC1=CNC=2N=CN=C(C21)C2=CC=CC=C2 (5-iodo-4-phenyl-7H-pyrrolo[2,3-d]pyrimidine). RXN SMILES: [C:1]1([C:7]2[C:8]3[CH:15]=[CH:14][NH:13][C:9]=3[N:10]=[CH:11][N:12]=2)[CH:6]=[CH:5][CH:4]=[CH:3][CH:2]=1.C1C(=O)N([I:23])C(=O)C1>CN(C=O)C>[I:23][C:15]1[C:8]2[C:7]([C:1]3[CH:2]=[CH:3][CH:4]=[CH:5][CH:6]=3)=[N:12][CH:11]=[N:10][C:9]=2[NH:13][CH:14]=1. Procedure details: To a solution of 4-phenyl-7H-pyrrolo[2,3-d]pyrimidine (5.28 g, 27.0 mmol) in DMF (100 mL) was added NIS (6.57 g, 29.2 mmol). The reaction was stirred at room temperature for 1.5 hours. The reaction mixture was quenched with water (150 mL) and the resulting precipitated product was filtered and washed with water. The filtrate cake was dried under vacuum to afford 5-iodo-4-phenyl-7H-pyrrolo[2,3-d]pyrimidine as a yellow solid. LRMS (ESI) calcd for C12H8IN3 [M]+: 321, found 321. 1H NMR (600 MHz, DMS... Starting materials: C1(=CC=CC=C1)C=1C=C2CC(NC2=CC1)=O (5-Phenyl-1,3-dihydro-indol-2-one), O=C1OCCC=2C1=CNC2C=O (4-oxo-2,4,6,7-tetrahydro-pyrano[3,4-c]pyrrole-1-carbaldehyde). Yields the product O=C1NC2=CC=C(C=C2C1=CC1=C2C(=CN1)C(OCC2)=O)C2=CC=CC=C2 (1-(2-Oxo-5-phenyl-1,2-dihydro-indol-3-ylidenemethyl)-6,7-dihydro-2H-pyrano[3,4-c]pyrrol-4-one). Reaction SMILES: [C:1]1([C:7]2[CH:8]=[C:9]3[C:13](=[CH:14][CH:15]=2)[NH:12][C:11](=[O:16])[CH2:10]3)[CH:6]=[CH:5][CH:4]=[CH:3][CH:2]=1.[O:17]=[C:18]1[C:23]2=[CH:24][NH:25][C:26]([CH:27]=O)=[C:22]2[CH2:21][CH2:20][O:19]1>>[O:16]=[C:11]1[C:10](=[CH:27][C:26]2[NH:25][CH:24]=[C:23]3[C:18](=[O:17])[O:19][CH2:20][CH2:21][C:22]=23)[C:9]2[C:13](=[CH:14][CH:15]=[C:7]([C:1]3[CH:2]=[CH:3][CH:4]=[CH:5][CH:6]=3)[CH:8]=2)[NH:12]1. Reported procedure: 5-Phenyl-1,3-dihydro-indol-2-one was condensed with 4-oxo-2,4,6,7-tetrahydro-pyrano[3,4-c]pyrrole-1-carbaldehyde to give the title compound.